Dataset: the Open Reaction Database (ORD), a public repository of structured organic reaction records. Task: describe an organic reaction: reactants, conditions, products, and yield Reactants: FC1=CC=C(CS(=O)(=O)CC(=O)O)C=C1 (4-fluorobenzyl sulfonylacetic acid), FC1=C(C=O)C=CC(=C1)F (2.4-difluorobenzaldehyde). Product: FC1=CC=C(CS(=O)(=O)\C=C\C2=C(C=C(C=C2)F)F)C=C1 (E-2,4-difluorostyryl 4-fluorobenzyl sulfone). Isolated yield 68.0%. As a reaction SMILES: [F:1][C:2]1[CH:15]=[CH:14][C:5]([CH2:6][S:7]([CH2:10][C:11](O)=O)(=[O:9])=[O:8])=[CH:4][CH:3]=1.[F:16][C:17]1[CH:24]=[C:23]([F:25])[CH:22]=[CH:21][C:18]=1C=O>>[F:1][C:2]1[CH:15]=[CH:14][C:5]([CH2:6][S:7](/[CH:10]=[CH:11]/[C:22]2[CH:21]=[CH:18][C:17]([F:16])=[CH:24][C:23]=2[F:25])(=[O:9])=[O:8])=[CH:4][CH:3]=1. Procedure: A solution of 4-fluorobenzyl sulfonylacetic acid (0.01 mol) and 2.4-difluorobenzaldehyde (0.01 mol) was subjected to Procedure 1. The title compound was obtained in 68% yield. The reactants are CC(C)(C)OC(=O)N1CCN(c2cccc3c2C(=O)C(=O)N3Cc2cccc(F)c2)CC1, C1CCOC1, [Li]C. Yields the product CC(C)(C)OC(=O)N1CCN(c2cccc3c2C(C)(O)C(=O)N3Cc2cccc(F)c2)CC1. As a reaction SMILES: [C:1]([CH3:2])([CH3:3])([CH3:4])[O:5][C:6](=[O:7])[N:8]1[CH2:9][CH2:10][N:11]([c:14]2[c:15]3[c:19]([cH:20][cH:21][cH:22]2)[N:18]([CH2:23][c:24]2[cH:25][c:26]([F:30])[cH:27][cH:28][cH:29]2)[C:17](=[O:31])[C:16]3=[O:32])[CH2:12][CH2:13]1.[CH2:35]1[O:36][CH2:37][CH2:38][CH2:39]1.[CH3:33][Li:34]>>[C:1]([CH3:2])([CH3:3])([CH3:4])[O:5][C:6](=[O:7])[N:8]1[CH2:9][CH2:10][N:11]([c:14]2[c:15]3[c:19]([cH:20][cH:21][cH:22]2)[N:18]([CH2:23][c:24]2[cH:25][c:26]([F:30])[cH:27][cH:28][cH:29]2)[C:17](=[O:31])[C:16]3([OH:32])[CH3:33])[CH2:12][CH2:13]1. Reactants: O.[OH-].[Li+] (lithium hydroxide monohydrate), C(C)(C)(C)OC(=O)C1CCC(CC1)C1=CC=C(C(=O)OCC)C=C1 (ethyl 4-(4-tert-butoxycarbonylcyclohexyl)benzoate), O1CCCC1 (tetrahydrofuran). Run in 2/1, CO (methanol). Run at time 18 hour. Product: C(C)(C)(C)OC(=O)C1CCC(CC1)C1=CC=C(C(=O)O)C=C1 (4-(4-tert-butoxycarbonylcyclohexyl)benzoic acid). The yield is 34.2%. RXN SMILES: [C:1]([O:5][C:6]([CH:8]1[CH2:13][CH2:12][CH:11]([C:14]2[CH:24]=[CH:23][C:17]([C:18]([O:20]CC)=[O:19])=[CH:16][CH:15]=2)[CH2:10][CH2:9]1)=[O:7])([CH3:4])([CH3:3])[CH3:2].O1CCCC1.O.[OH-].[Li+]>CO>[C:1]([O:5][C:6]([CH:8]1[CH2:9][CH2:10][CH:11]([C:14]2[CH:15]=[CH:16][C:17]([C:18]([OH:20])=[O:19])=[CH:23][CH:24]=2)[CH2:12][CH2:13]1)=[O:7])([CH3:4])([CH3:2])[CH3:3] |f:2.3.4|. Procedure: 400 mg of ethyl 4-(4-tert-butoxycarbonylcyclohexyl)benzoate (1.2 mmol, 1 eq) are placed in 6 mL of a 2/1 mixture of tetrahydrofuran and methanol. The reaction medium is cooled using an ice bath, and 202 mg of lithium hydroxide monohydrate (4.81 mmol, 4 eq.) dissolved in 2 mL are added and stirring is continued for 18 hours. The reaction medium is evaporated and acidified with aqueous 6% sulfur dioxide solution. After stirring for 1 hour, the solid obtained is filtered off by suction, and washed ...